From a dataset of the Open Reaction Database (ORD), a public repository of structured organic reaction records. describe an organic reaction: reactants, conditions, products, and yield The reactants are 25, C(C)(C)C1=C(CCl)C(=CC(=C1)C(C)C)C(C)C (2,4,6-triisopropylbenzyl chloride), 16, BrBr (bromine). Reagents/catalysts: [Fe] (iron). Solvent: C(Cl)(Cl)(Cl)Cl (carbon tetrachloride), C(Cl)(Cl)(Cl)Cl (carbon tetrachloride). The product is BrC=1C(=C(CCl)C(=CC1C(C)C)C(C)C)C(C)C (3-bromo-2,4,6-triisopropylbenzyl chloride). RXN SMILES: [CH:1]([C:4]1[CH:11]=[C:10]([CH:12]([CH3:14])[CH3:13])[CH:9]=[C:8]([CH:15]([CH3:17])[CH3:16])[C:5]=1[CH2:6][Cl:7])([CH3:3])[CH3:2].[Br:18]Br>[Fe].C(Cl)(Cl)(Cl)Cl>[Br:18][C:9]1[C:8]([CH:15]([CH3:17])[CH3:16])=[C:5]([C:4]([CH:1]([CH3:3])[CH3:2])=[CH:11][C:10]=1[CH:12]([CH3:14])[CH3:13])[CH2:6][Cl:7]. Procedure details: To a solution of 25 parts of 2,4,6-triisopropylbenzyl chloride (Organic Reactions, Vol. I, p. 68) in 150 parts of carbon tetrachloride is added 1 part of iron powder. The mixture is cooled and maintained at 15°-20°C, and then a solution of 16 parts bromine in 15 parts carbon tetrachloride is added dropwise during two hours. The resulting solution is washed with dilute sodium bicarbonate solution and water. It is dried with magnesium sulfate and stripped of solvent in vacuo giving 3-bromo-2,4,6-t... Reactants: ClC1=C(C(=O)Cl)C=C(C=C1)[N+](=O)[O-] (2-chloro-5-nitro-benzoyl chloride), CCOC(=O)C.O.Cl (EtOAc water HCl), BrC1=CC(=C(C=C1)I)Cl (4-Bromo-2-chloro-iodobenzene), C(C)(C)[Mg]Cl (Isopropylmagnesium chloride). The reagents and catalysts are [Cl-].[Cl-].[Zn+2] (ZnCl2), CC(=O)[O-].CC(=O)[O-].[Cu+2].O (Cu(OAc)2.H2O). The solvent is C1CCOC1 (THF), C1CCOC1 (THF), C1CCOC1 (THF). Run at temperature -35 celsius, time 90 minute. The product is BrC1=CC(=C(C=C1)C(=O)C1=C(C=CC(=C1)[N+](=O)[O-])Cl)Cl ((4-Bromo-2-chloro-phenyl)-(2-chloro-5-nitro-phenyl)-methanone). RXN SMILES: [Br:1][C:2]1[CH:7]=[CH:6][C:5](I)=[C:4]([Cl:9])[CH:3]=1.C([Mg]Cl)(C)C.[Cl:15][C:16]1[CH:24]=[CH:23][C:22]([N+:25]([O-:27])=[O:26])=[CH:21][C:17]=1[C:18](Cl)=[O:19].CCOC(C)=O.O.Cl>C1COCC1.[Cl-].[Cl-].[Zn+2].CC([O-])=O.CC([O-])=O.[Cu+2].O>[Br:1][C:2]1[CH:7]=[CH:6][C:5]([C:18]([C:17]2[CH:21]=[C:22]([N+:25]([O-:27])=[O:26])[CH:23]=[CH:24][C:16]=2[Cl:15])=[O:19])=[C:4]([Cl:9])[CH:3]=1 |f:3.4.5,7.8.9,10.11.12.13|. Procedure details: The reaction was run under an argon atmosphere using dry glassware. 4-Bromo-2-chloro-iodobenzene (5.00 g, 15.8 mmol) was dissolved in dry THF (25 mL) and cooled to −35° C. Isopropylmagnesium chloride (2 M in THF, 8.27 mL, 16.5 mmol) was added under stirring during 90 minutes. A solution of ZnCl2 (2.17 g, 15.9 mmol) in dry THF (35 mL) was slowly added to the reaction mixture at −35° C. The reaction mixture was allowed to come to RT after 1 h and a solution of 2-chloro-5-nitro-benzoyl chloride (3.... The reactants are COC1=C(C=CC=C1)O (2-methoxyphenol), C([O-])([O-])=O.[K+].[K+] (potassium carbonate), BrCC(=O)C1=CC=CC=C1 (alpha-bromoacetophenone). Solvent: CC(=O)C (acetone). Yields the product COC1=C(OCC(=O)C2=CC=CC=C2)C=CC=C1 (alpha-(2-methoxyphenoxy)acetophenone). RXN SMILES: [CH3:1][O:2][C:3]1[CH:8]=[CH:7][CH:6]=[CH:5][C:4]=1[OH:9].C(=O)([O-])[O-].[K+].[K+].Br[CH2:17][C:18]([C:20]1[CH:25]=[CH:24][CH:23]=[CH:22][CH:21]=1)=[O:19]>CC(C)=O>[CH3:1][O:2][C:3]1[CH:8]=[CH:7][CH:6]=[CH:5][C:4]=1[O:9][CH2:17][C:18]([C:20]1[CH:25]=[CH:24][CH:23]=[CH:22][CH:21]=1)=[O:19] |f:1.2.3|. Reported procedure: A mixture of 1 mole of 2-methoxyphenol and 1 mole of potassium carbonate in acetone is heated at reflux while adding 1 mole of alpha-bromoacetophenone. The mixture is refluxed for several hours to provide alpha-(2-methoxyphenoxy)acetophenone. Starting materials: CC1=C(C(=NC=C1C#N)OC)C (methyl 5-cyano-2-methoxy-3-methyl-pyridine), BrN1C(CCC1=O)=O (N-bromosuccinimide), 2′,2-azobisisobutyronitrile. The solvent is C(Cl)(Cl)(Cl)Cl (CCl4). Run at temperature 80 celsius, time 1 hour. Product: BrCC=1C(=NC=C(C#N)C1)OC (5-(bromomethyl)-6-methoxy nicotinonitrile). Reaction SMILES: C[C:2]1[C:7]([C:8]#[N:9])=[CH:6][N:5]=[C:4]([O:10][CH3:11])[C:3]=1[CH3:12].[Br:13]N1C(=O)CCC1=O>C(Cl)(Cl)(Cl)Cl>[Br:13][CH2:12][C:3]1[C:4]([O:10][CH3:11])=[N:5][CH:6]=[C:7]([CH:2]=1)[C:8]#[N:9]. Procedure: To a solution of methyl 5-cyano-2-methoxy-3-methyl-pyridine (36) (0.25 g, 1.7 mmol) in CCl4 (10 mL) was added N-bromosuccinimide (346 mg, 1.7 mmol) and 2′,2-azobisisobutyronitrile (13.0 mg, 0.085 mmol). The reaction mixture was stirred at 80° C. for 1 h. The reaction mixture was filtered and the filtrate was concentrated to afford 5-(bromomethyl)-6-methoxy nicotinonitrile (37) as a yellow solid; (180 mg, 46.9%). Reactants: BrC1=CC(=C(C=C1)C(=O)N1CCN(CC1)C1=NC=C(C=C1C)C)C ((4-bromo-2-methylphenyl)[4-(3,5-dimethylpyridin-2-yl)piperazin-1-yl]methanone), [I-].[Na+] (sodium iodide), C1(=CC=CC=C1)C (toluene), CNCCNC (N,N′-dimethylethylenediamine). The reagents and catalysts are [Cu]I (copper(I) iodide). Run in O (water). Yields the product CC=1C(=NC=C(C1)C)N1CCN(CC1)C(=O)C1=C(C=C(C=C1)I)C ([4-(3,5-dimethylpyridin-2-yl)piperazin-1-yl](4-iodo-2-methylphenyl)methanone). The yield is 59.5%. RXN SMILES: Br[C:2]1[CH:7]=[CH:6][C:5]([C:8]([N:10]2[CH2:15][CH2:14][N:13]([C:16]3[C:21]([CH3:22])=[CH:20][C:19]([CH3:23])=[CH:18][N:17]=3)[CH2:12][CH2:11]2)=[O:9])=[C:4]([CH3:24])[CH:3]=1.[I-:25].[Na+].C1(C)C=CC=CC=1.CNCCNC>[Cu]I.O>[CH3:22][C:21]1[C:16]([N:13]2[CH2:14][CH2:15][N:10]([C:8]([C:5]3[CH:6]=[CH:7][C:2]([I:25])=[CH:3][C:4]=3[CH3:24])=[O:9])[CH2:11][CH2:12]2)=[N:17][CH:18]=[C:19]([CH3:23])[CH:20]=1 |f:1.2|. Procedure: To a mixture of (4-bromo-2-methylphenyl)[4-(3,5-dimethylpyridin-2-yl)piperazin-1-yl]methanone (842 mg) described in Preparation Example 118, sodium iodide (650 mg) and copper(I) iodide (246 mg) were added toluene (2.2 mL) and N,N′-dimethylethylenediamine (1.62 mL), and the mixture was stirred with heating under reflux for 18 hr under a nitrogen stream. The reaction mixture was cooled, water was added, and the mixture was extracted with ethyl acetate. The solvent was evaporated from the organic l...